From a dataset of the Open Reaction Database (ORD), a public repository of structured organic reaction records. describe an organic reaction: reactants, conditions, products, and yield Starting materials: FC=1C=C(N)C=C(C1N1CCOCC1)F (3,5-difluoro-4-morpholinoaniline), C(C)(=O)C=C=O (acetyl ketene). Run in CCOC(=O)C (EtOAc). Reaction conditions: temperature 83 celsius, time 8 hour. Product: FC=1C=C(C=C(C1N1CCOCC1)F)NC(CC(C)=O)=O (N-(3,5-difluoro-4-morpholinophenyl)-3-oxobutanamide). The yield is 65.0%. As a reaction SMILES: [F:1][C:2]1[CH:3]=[C:4]([CH:6]=[C:7]([F:15])[C:8]=1[N:9]1[CH2:14][CH2:13][O:12][CH2:11][CH2:10]1)[NH2:5].[C:16]([CH:19]=[C:20]=[O:21])(=[O:18])[CH3:17]>CCOC(C)=O>[F:15][C:7]1[CH:6]=[C:4]([NH:5][C:20](=[O:21])[CH2:19][C:16](=[O:18])[CH3:17])[CH:3]=[C:2]([F:1])[C:8]=1[N:9]1[CH2:14][CH2:13][O:12][CH2:11][CH2:10]1. Reported procedure: A mixture of 3,5-difluoro-4-morpholinoaniline (3.42 g, 16.0 mmol) and acetyl ketene (1.61 g, 19.2 mmol) in EtOAc (20 mL) was stirred at 83° C. overnight. The mixture was cooled to rt and concentrated in vacuo. The residue was purified by a silica gel column chromatography (PE/EtOAc (V/V)=1:1) to give the title compound as a yellow solid (3.10 g, 65%).